Dataset: the Open Reaction Database (ORD), a public repository of structured organic reaction records. Task: describe an organic reaction: reactants, conditions, products, and yield Reactants: CCCN(C)c1cc(NC(=O)OC(C)(C)C)c(NC(=O)CC(=O)c2cccc(-c3cc(C)no3)c2)cc1C#N, ClCCl, O=C(O)C(F)(F)F. Yields the product CCCN(C)c1cc2c(cc1C#N)NC(=O)CC(c1cccc(-c3cc(C)no3)c1)=N2. RXN SMILES: [C:1]([O:2][C:3](=[O:4])[NH:7][c:8]1[c:9]([NH:21][C:22]([CH2:23][C:24](=[O:5])[c:26]2[cH:27][c:28](-[c:32]3[cH:33][c:34]([CH3:37])[n:35][o:36]3)[cH:29][cH:30][cH:31]2)=[O:38])[cH:10][c:11]([C:19]#[N:20])[c:12]([N:14]([CH2:15][CH2:16][CH3:17])[CH3:18])[cH:13]1)([CH3:6])([CH3:25])[CH3:39].[Cl:47][CH2:48][Cl:49].[F:40][C:41]([F:42])([F:43])[C:44]([OH:45])=[O:46]>>[N:7]1=[C:24]([c:26]2[cH:27][c:28](-[c:32]3[cH:33][c:34]([CH3:37])[n:35][o:36]3)[cH:29][cH:30][cH:31]2)[CH2:23][C:22](=[O:38])[NH:21][c:9]2[c:8]1[cH:13][c:12]([N:14]([CH2:15][CH2:16][CH3:17])[CH3:18])[c:11]([C:19]#[N:20])[cH:10]2. Starting materials: COCCOC(=O)NCC1CCCN(C(=O)OC(C)(C)C)C1, ClCCl, O=C(O)C(F)(F)F, [Na+], [OH-]. The product is COCCOC(=O)NCC1CCCNC1. Reaction SMILES: [C:1]([O:2][C:3](=[O:4])[N:8]1[CH2:9][CH:10]([CH2:14][NH:15][C:16]([O:17][CH2:18][CH2:19][O:20][CH3:21])=[O:22])[CH2:11][CH2:12][CH2:13]1)([CH3:5])([CH3:6])[CH3:7].[Cl:32][CH2:33][Cl:34].[F:23][C:24]([F:25])([F:26])[C:27]([OH:28])=[O:29].[Na+:31].[OH-:30]>>[NH:8]1[CH2:9][CH:10]([CH2:14][NH:15][C:16]([O:17][CH2:18][CH2:19][O:20][CH3:21])=[O:22])[CH2:11][CH2:12][CH2:13]1. The reactants are C, OCCCC#Cc1ccc2c(-c3ccc(C(F)(F)F)cc3)nsc2c1, O=S(=O)(Cl)Cl. The product is CS(=O)(=O)OCCCC#Cc1ccc2c(-c3ccc(C(F)(F)F)cc3)nsc2c1. As a reaction SMILES: [CH4:31].[F:1][C:2]([c:3]1[cH:4][cH:5][c:6](-[c:9]2[n:10][s:11][c:12]3[c:13]2[cH:14][cH:15][c:16]([C:18]#[C:19][CH2:20][CH2:21][CH2:22][OH:23])[cH:17]3)[cH:7][cH:8]1)([F:24])[F:25].[S:26](=[O:27])(=[O:28])([Cl:29])[Cl:30]>>[F:1][C:2]([c:3]1[cH:4][cH:5][c:6](-[c:9]2[n:10][s:11][c:12]3[c:13]2[cH:14][cH:15][c:16]([C:18]#[C:19][CH2:20][CH2:21][CH2:22][O:23][S:26](=[O:27])(=[O:28])[CH3:31])[cH:17]3)[cH:7][cH:8]1)([F:24])[F:25]. Starting materials: C1(CC1)O[C@@H]1[C@]2(C)[C@@H](CC1)[C@@H]1[C@H](C=C3NC(CC[C@]3(C)[C@H]1CC2)=O)O (17β-cyclopropyloxy-7β-hydroxy-4-aza-androst-5-en-3-one), C(CC)(=O)OC(CC)=O (Proprionic anhydride). The solvent is C(Cl)Cl (CH2Cl2), N1=CC=CC=C1 (pyridine). Reaction conditions: time 12 hour. Yields the product C1(CC1)O[C@@H]1[C@]2(C)[C@@H](CC1)[C@@H]1[C@H](C=C3NC(CC[C@]3(C)[C@H]1CC2)=O)C(=O)OCCC (17β-cyclopropyloxy-7β-propyloxycarbonyl-4-aza-androst-5-en-3-one). Reaction SMILES: [CH:1]1([O:4][C@H:5]2[CH2:10][CH2:9][C@H:8]3[C@H:11]4[C@H:21]([CH2:22][CH2:23][C@:6]23[CH3:7])[C@:19]2([CH3:20])[C:14]([NH:15][C:16](=[O:24])[CH2:17][CH2:18]2)=[CH:13][C@@H:12]4O)[CH2:3][CH2:2]1.[C:26]([O:30][C:31](=O)[CH2:32][CH3:33])(=[O:29])CC>N1C=CC=CC=1.C(Cl)Cl>[CH:1]1([O:4][C@H:5]2[CH2:10][CH2:9][C@H:8]3[C@H:11]4[C@H:21]([CH2:22][CH2:23][C@:6]23[CH3:7])[C@:19]2([CH3:20])[C:14]([NH:15][C:16](=[O:24])[CH2:17][CH2:18]2)=[CH:13][C@@H:12]4[C:26]([O:30][CH2:31][CH2:32][CH3:33])=[O:29])[CH2:2][CH2:3]1. Procedure details: In a manner analogous to the procedure reported in Baer, H. et al., Can. J. Chem 1991, 69, 1563-1574, 17β-cyclopropyloxy-7β-hydroxy-4-aza-androst-5-en-3-one (1.000 g, 2.895 mmol) from Example 20A or otherwise obtained is dissolved in pyridine (20 mL). Proprionic anhydride (20.0 mL, 156.0 mmol) is added, and the mixture is stirred at room temperature under nitrogen for 12 hours. At the end of the reaction time, the solution is diluted with CH2Cl2 (150 mL) and washed with water (2×100 mL), saturat... Reactants: [C@@H]([C@H](C(=O)[O-])O)(C(=O)[O-])O.[Na+].[K+] (Rochelle salt), COCCOCCN(C(CC1C(NC2=C(S1(=O)=O)SC(=C2)S(N)(=O)=O)=O)=O)CCOC (N-methoxyethoxyethyl-N-methoxyethyl (2,3-dihydro-2,4,4-trioxo-6-sulfamoyl-1H-thieno[2,3-b][1,4]thiazin-3-yl)acetamide), [H-].[Al+3].[Li+].[H-].[H-].[H-] (lithium aluminum hydride). The solvent is C(OC)COC (dimethoxyethane), C(OC)COC (dimethoxyethane). Run at time 8 hour. Product: COCCOCCN(CCOC)CCC1C(NC2=C(S1(=O)=O)SC(=C2)S(N)(=O)=O)=O (3-[ 2-(N-methoxyethoxyethyl-N-methoxyethylamino)ethyl]-2,3-dihydro-2,4,4-trioxo-6-sulfamoyl-1H-thieno[2,3-b][1,4]thiazine). As a reaction SMILES: [CH3:1][O:2][CH2:3][CH2:4][O:5][CH2:6][CH2:7][N:8]([CH2:28][CH2:29][O:30][CH3:31])[C:9](=O)[CH2:10][CH:11]1[S:16](=[O:18])(=[O:17])[C:15]2[S:19][C:20]([S:22](=[O:25])(=[O:24])[NH2:23])=[CH:21][C:14]=2[NH:13][C:12]1=[O:26].[H-].[Al+3].[Li+].[H-].[H-].[H-].[C@H](O)(C([O-])=O)[C@@H](O)C([O-])=O.[Na+].[K+]>C(COC)OC>[CH3:1][O:2][CH2:3][CH2:4][O:5][CH2:6][CH2:7][N:8]([CH2:9][CH2:10][CH:11]1[S:16](=[O:18])(=[O:17])[C:15]2[S:19][C:20]([S:22](=[O:24])(=[O:25])[NH2:23])=[CH:21][C:14]=2[NH:13][C:12]1=[O:26])[CH2:28][CH2:29][O:30][CH3:31] |f:1.2.3.4.5.6,7.8.9|. Procedure details: A solution of N-methoxyethoxyethyl-N-methoxyethyl (2,3-dihydro-2,4,4-trioxo-6-sulfamoyl-1H-thieno[2,3-b][1,4]thiazin-3-yl)acetamide (500 mg, 1 mmol) in dimethoxyethane (5 ml) was added dropwise to a suspension of lithium aluminum hydride (152 mg, 4 mmol) in dimethoxyethane (5 ml) at such a rate that the mixture refluxed gently. When addition was complete, the reaction mixture was refluxed an additional 2 hours. The mixture was cooled in an ice bath and a saturated solution of Rochelle salt was a...